This data is from the Open Reaction Database (ORD), a public repository of structured organic reaction records. The task is: describe an organic reaction: reactants, conditions, products, and yield Starting materials: Cc1ccc(S(=O)(=O)O)cc1, Cc1ccccc1, OC1CCOc2ccc(F)cc21, O. Product: Fc1ccc2c(c1)C=CCO2. As a reaction SMILES: [CH3:13][c:14]1[cH:15][cH:16][c:17]([S:18](=[O:19])(=[O:20])[OH:21])[cH:22][cH:23]1.[CH3:25][c:26]1[cH:27][cH:28][cH:29][cH:30][cH:31]1.[F:1][c:2]1[cH:3][c:4]2[c:9]([cH:10][cH:11]1)[O:8][CH2:7][CH2:6][CH:5]2[OH:12].[OH2:24]>>[F:1][c:2]1[cH:3][c:4]2[c:9]([cH:10][cH:11]1)[O:8][CH2:7][CH:6]=[CH:5]2. Starting materials: CN1C(=C(C(C(=C1C1=CC=CC=C1)C(=O)OCC)CC)C(=O)SCC)CC (1-Methyl-2,4-diethyl-3-(ethylsulfanylcarbonyl)5-ethyloxycarbonyl-6-phenyl-1,4-dihydropyridine), II (Iodine), CN1C(=C(C(C(=C1C1=CC=CC=C1)C(=O)OCC)CC)C(=O)SCC)CC (1-Methyl-2,4-diethyl-3-(ethylsulfanylcarbonyl)5-ethyloxycarbonyl-6-phenyl-1,4-dihydropyridine), II (iodine). The solvent is [N+](=O)([O-])C (nitromethane). Conditions: time 1 day. Product: CN1C(=C(C(C(=C1C1CCCC1)C(=O)OCC)CC)C(=O)SCC)CC (1-Methyl-2,4-diethyl-3-(ethylsulfanylcarbonyl)-5-ethyloxycarbonyl-6-cyclopentyl-1,4-dihydropyridine). Isolated yield 30.0%. Reaction SMILES: [CH3:1][N:2]1[C:7]([C:8]2[CH:13]=[CH:12][CH:11]=[CH:10]C=2)=[C:6]([C:14]([O:16][CH2:17][CH3:18])=[O:15])[CH:5]([CH2:19][CH3:20])[C:4]([C:21]([S:23][CH2:24][CH3:25])=[O:22])=[C:3]1[CH2:26][CH3:27].II>[N+](C)([O-])=O>[CH3:1][N:2]1[C:7]([CH:8]2[CH2:10][CH2:11][CH2:12][CH2:13]2)=[C:6]([C:14]([O:16][CH2:17][CH3:18])=[O:15])[CH:5]([CH2:19][CH3:20])[C:4]([C:21]([S:23][CH2:24][CH3:25])=[O:22])=[C:3]1[CH2:26][CH3:27]. Procedure details: Chemical Transformation of 24 to 11 through Oxidation with Iodine (Scheme 1): A solution of 24 (5 mg, 0.013 mmol) in 0.5 mL of dry nitromethane was treated with iodine (10 mg, 0.040 mmol) at room temperature with stirring for 1 day (monitor by TLC). At completion the reaction mixture was applied to TLC separation (ethyl acetate:petroleum ether=1:4 v/v for the first development then 1:1 for a second development), and 2 mg of a yellow solid was obtained (yield: 30%), with 1H-NMR and MS data consis... Starting materials: NC1C(NCC1)=O (3-Amino-pyrrolidin-2-one), FC(C(=O)OC)(F)F (methyl trifluoroacetate). The solvent is CO (methanol). Conditions: time 2 hour. Product: FC(C(=O)NC1C(NCC1)=O)(F)F (2,2,2-Trifluoro-N-(2-oxo-pyrrolidin-3-yl)-acetamide). Reaction SMILES: [NH2:1][CH:2]1[CH2:6][CH2:5][NH:4][C:3]1=[O:7].[F:8][C:9]([F:15])([F:14])[C:10](OC)=[O:11]>CO>[F:8][C:9]([F:15])([F:14])[C:10]([NH:1][CH:2]1[CH2:6][CH2:5][NH:4][C:3]1=[O:7])=[O:11]. Procedure: A suspension of Intermediate 2 (181 g), methyl trifluoroacetate (218 ml) and methanol (2.6 l) was stirred for 2 h. The solvent was then removed in vacuo to afford the title compound as a cream solid (355 g). Mass spec. MNH4+ (found) 214 MNH4+ (calculated) 214 The reactants are NC1=NC=C(C=N1)C1=CC(=C(OC(C(=O)OC(C)(C)C)C)C=C1)F (tert-butyl 2-[4-(2-aminopyrimidin-5-yl)-2-fluorophenoxy]propanoate), ClC(C=O)C1(CC1)C=1C=C2C=CC=NC2=CC1 (chloro(1-quinolin-6-ylcyclopropyl)acetaldehyde). Run in C(C)(C)O (isopropanol). Conditions: temperature 100 celsius. The product is FC1=C(OC(C(=O)OC(C)(C)C)C)C=CC(=C1)C=1C=NC=2N(C1)C(=CN2)C2(CC2)C=2C=C1C=CC=NC1=CC2 (tert-butyl 2-{2-fluoro-4-[3-(1-quinolin-6-ylcyclopropyl)imidazo[1,2-a]pyrimidin-6-yl]phenoxy}propanoate). Yield: 41.9%. As a reaction SMILES: [NH2:1][C:2]1[N:7]=[CH:6][C:5]([C:8]2[CH:23]=[CH:22][C:11]([O:12][CH:13]([CH3:21])[C:14]([O:16][C:17]([CH3:20])([CH3:19])[CH3:18])=[O:15])=[C:10]([F:24])[CH:9]=2)=[CH:4][N:3]=1.Cl[CH:26]([C:29]1([C:32]2[CH:33]=[C:34]3[C:39](=[CH:40][CH:41]=2)[N:38]=[CH:37][CH:36]=[CH:35]3)[CH2:31][CH2:30]1)[CH:27]=O>C(O)(C)C>[F:24][C:10]1[CH:9]=[C:8]([C:5]2[CH:6]=[N:7][C:2]3[N:3]([C:26]([C:29]4([C:32]5[CH:33]=[C:34]6[C:39](=[CH:40][CH:41]=5)[N:38]=[CH:37][CH:36]=[CH:35]6)[CH2:31][CH2:30]4)=[CH:27][N:1]=3)[CH:4]=2)[CH:23]=[CH:22][C:11]=1[O:12][CH:13]([CH3:21])[C:14]([O:16][C:17]([CH3:19])([CH3:20])[CH3:18])=[O:15]. Procedure details: A mixture of tert-butyl 2-[4-(2-aminopyrimidin-5-yl)-2-fluorophenoxy]propanoate (0.33 g, 1.0 mmol) and chloro(1-quinolin-6-ylcyclopropyl)acetaldehyde (0.24 g, 1.0 mmol) in isopropanol was heated at 100° C. overnight. After cooling to RT, the mixture was purified by RP-HPLC (pH 2.0) to afford the desired product (0.22 g, 42%). LCMS: (M+H)=525.2.